This data is from the Open Reaction Database (ORD), a public repository of structured organic reaction records. The task is: describe an organic reaction: reactants, conditions, products, and yield The reactants are IC (iodomethane), O (Water), ClC=1N=CC2=C(N1)C(=CN2)I (2-chloro-7-iodo-5H-pyrrolo[3,2-d]pyrimidine), [OH-].[Na+] (NaOH). Reagents/catalysts: [Br-].C(CCC)[N+](CCCC)(CCCC)CCCC (tetrabutylammonium bromide). The solvent is C(Cl)Cl (DCM). Run at time 8 hour. The product is ClC=1N=CC2=C(N1)C(=CN2C)I (2-chloro-7-iodo-5-methyl-5H-pyrrolo[3,2-d]pyrimidine). Yield: 69.7%. As a reaction SMILES: [Cl:1][C:2]1[N:3]=[CH:4][C:5]2[NH:10][CH:9]=[C:8]([I:11])[C:6]=2[N:7]=1.[OH-].[Na+].I[CH3:15].O>C(Cl)Cl.[Br-].C([N+](CCCC)(CCCC)CCCC)CCC>[Cl:1][C:2]1[N:3]=[CH:4][C:5]2[N:10]([CH3:15])[CH:9]=[C:8]([I:11])[C:6]=2[N:7]=1 |f:1.2,6.7|. Procedure details: To a suspension of 2-chloro-7-iodo-5H-pyrrolo[3,2-d]pyrimidine (1 g, 3.57 mmol, 1.0 eq.) and NaOH (0.430 mg, 10.73 mmol, 3.0 eq.) in DCM (28 ml) was added iodomethane (0.66 g, 4.6 mmol, 1.3 eq.) and tetrabutylammonium bromide (0.116 g, 0.36 mmol, 0.1 eq.). The reaction mixture was stirred at room temperature overnight. Water was poured in and the aqueous layer extracted with ethyl acetate (2 times). The combined organic layers were then dried over Na2SO4. After filtration and evaporation the yel... Starting materials: N (ammonia), C(C1=CC=CC=C1)(=O)C=1C=C2CCC(C2=CC1OC(C)=O)C(=O)Cl (5-benzoyl-6-acetoxy-indane-1-carboxylic acid chloride). The solvent is C1=CC=CC=C1 (benzene). The product is C(C1=CC=CC=C1)(=O)C=1C=C2CCC(C2=CC1O)C(=O)N (5-benzoyl-6-hydroxy-indane-1-carboxylic acid amide). RXN SMILES: [NH3:1].[C:2]([C:10]1[CH:11]=[C:12]2[C:16](=[CH:17][C:18]=1[O:19]C(=O)C)[CH:15]([C:23](Cl)=[O:24])[CH2:14][CH2:13]2)(=[O:9])[C:3]1[CH:8]=[CH:7][CH:6]=[CH:5][CH:4]=1>C1C=CC=CC=1>[C:2]([C:10]1[CH:11]=[C:12]2[C:16](=[CH:17][C:18]=1[OH:19])[CH:15]([C:23]([NH2:1])=[O:24])[CH2:14][CH2:13]2)(=[O:9])[C:3]1[CH:8]=[CH:7][CH:6]=[CH:5][CH:4]=1. Procedure: Dry ammonia is passed into a solution of 27 g of crude 5-benzoyl-6-acetoxy-indane-1-carboxylic acid chloride in 200 ml of anhydrous benzene at a temperature of 15°-20° C, with exclusion of moisture, until saturation is reached. The reaction solution is then evaporated to dryness in vacuo and the evaporation residue is partitioned between 200 ml of water and 3 times 200 ml of methylene chloride. The organic phases are washed until neutral, dried over sodium sulphate and evaporated in vacuo. Fract...